This data is from the Open Reaction Database (ORD), a public repository of structured organic reaction records. The task is: describe an organic reaction: reactants, conditions, products, and yield Reactants: ClC(Cl)(Cl)Cl, ClCCl, C=C(C)C(C(=O)OC(c1ccccc1)c1ccccc1)N1C(=O)C2N=C(c3ccccc3)OC21, Cl. The product is C=C(CCl)C(C(=O)OC(c1ccccc1)c1ccccc1)N1C(=O)C2N=C(c3ccccc3)OC21. RXN SMILES: [C:39]([Cl:40])([Cl:41])([Cl:42])[Cl:43].[CH2:36]([Cl:37])[Cl:38].[CH3:1][C:2]([CH:3]([C:4](=[O:5])[O:6][CH:7]([c:8]1[cH:9][cH:10][cH:11][cH:12][cH:13]1)[c:14]1[cH:15][cH:16][cH:17][cH:18][cH:19]1)[N:20]1[CH:21]2[O:22][C:23]([c:28]3[cH:29][cH:30][cH:31][cH:32][cH:33]3)=[N:24][CH:25]2[C:26]1=[O:27])=[CH2:34].[Cl:35]>>[CH2:1]([C:2]([CH:3]([C:4](=[O:5])[O:6][CH:7]([c:8]1[cH:9][cH:10][cH:11][cH:12][cH:13]1)[c:14]1[cH:15][cH:16][cH:17][cH:18][cH:19]1)[N:20]1[CH:21]2[O:22][C:23]([c:28]3[cH:29][cH:30][cH:31][cH:32][cH:33]3)=[N:24][CH:25]2[C:26]1=[O:27])=[CH2:34])[Cl:37].